Dataset: the Open Reaction Database (ORD), a public repository of structured organic reaction records. Task: describe an organic reaction: reactants, conditions, products, and yield Isolated yield 81.0%. Starting materials: C(C)(C)(C)OC(=O)N1[C@@](CCC1)(C(=O)O)CC1=CC=CC=C1 ((R)-2-benzyl-pyrrolidine-1,2-dicarboxylic acid 1-tert-butyl ester), [Si](C)(C)(C)C=[N+]=[N-] (TMS-diazomethane), solution. Reaction SMILES: [C:1]([O:5][C:6]([N:8]1[CH2:12][CH2:11][CH2:10][C@@:9]1([CH2:16][C:17]1[CH:22]=[CH:21][CH:20]=[CH:19][CH:18]=1)[C:13]([OH:15])=[O:14])=[O:7])([CH3:4])([CH3:3])[CH3:2].[Si](C=[N+]=[N-])(C)(C)[CH3:24]>C1COCC1.CO>[CH3:24][O:14][C:13]([C@:9]1([CH2:16][C:17]2[CH:18]=[CH:19][CH:20]=[CH:21][CH:22]=2)[CH2:10][CH2:11][CH2:12][N:8]1[C:6]([O:5][C:1]([CH3:4])([CH3:2])[CH3:3])=[O:7])=[O:15]. Solvent: C1CCOC1 (THF), CO (methanol), hexanes. Procedure details: To a stirred solution of (R)-2-benzyl-pyrrolidine-1,2-dicarboxylic acid 1-tert-butyl ester (1.23 g, 4.0 mmol) in THF (10 mL) and methanol (10 mL) at 0° C. under nitrogen was added TMS-diazomethane (5.0 mL of a 2.0 M solution in hexanes, 5.0 mmol) dropwise. The reaction mixture was warmed to ambient temperature then concentrated in vacuo to an oil (1.36 g). Purification by chromatography (silica, 5-15% EtOAc in hexanes) gave (R)-2-benzyl-pyrrolidine-1,2-dicarboxylic acid 1-tert-butyl ester 2-meth... Product: COC(=O)[C@]1(N(CCC1)C(=O)OC(C)(C)C)CC1=CC=CC=C1 ((R)-2-benzyl-pyrrolidine-1,2-dicarboxylic acid 1-tert-butyl ester 2-methyl ester). Reactants: C1(=CC=CC=C1)NC(OCC#CC=1C=C2C(=C(C=NC2=C(C1)F)C(=O)NCC1=CC=C(C=C1)Cl)O)=O (3-(3-{[(4-chlorobenzyl)amino]carbonyl}-8-fluoro-4-hydroxy-6-quinolinyl)-2-propynyl phenylcarbamate), C#C (acetylene), CO (MeOH), 150. The reagents and catalysts are [Pd] (palladium), [Pd] (palladium), [Pd] (Pd/C). Solvent: C(Cl)Cl (CH2Cl2). Conditions: time 40 minute. The product is C1(=CC=CC=C1)NC(OCCCC=1C=C2C(=C(C=NC2=C(C1)F)C(=O)NCC1=CC=C(C=C1)Cl)O)=O (3-(3-{[(4-Chlorobenzyl)amino]carbonyl}-8-fluoro-4-hydroxy-6-quinolinyl)propyl phenylcarbamate). The yield is 11.0%. Reaction SMILES: [C:1]1([NH:7][C:8](=[O:36])[O:9][CH2:10][C:11]#[C:12][C:13]2[CH:14]=[C:15]3[C:20](=[C:21]([F:23])[CH:22]=2)[N:19]=[CH:18][C:17]([C:24]([NH:26][CH2:27][C:28]2[CH:33]=[CH:32][C:31]([Cl:34])=[CH:30][CH:29]=2)=[O:25])=[C:16]3[OH:35])[CH:6]=[CH:5][CH:4]=[CH:3][CH:2]=1.CO.C#C>C(Cl)Cl.[Pd]>[C:1]1([NH:7][C:8](=[O:36])[O:9][CH2:10][CH2:11][CH2:12][C:13]2[CH:14]=[C:15]3[C:20](=[C:21]([F:23])[CH:22]=2)[N:19]=[CH:18][C:17]([C:24]([NH:26][CH2:27][C:28]2[CH:29]=[CH:30][C:31]([Cl:34])=[CH:32][CH:33]=2)=[O:25])=[C:16]3[OH:35])[CH:2]=[CH:3][CH:4]=[CH:5][CH:6]=1. Procedure details: A mixture of 3-(3-{[(4-chlorobenzyl)amino]carbonyl}-8-fluoro-4-hydroxy-6-quinolinyl)-2-propynyl phenylcarbamate from Example No. 150 (100 mg) and Pd/C (10%, 20 mg) is dissolved in 80 mL 3:1 CH2Cl2 :MeOH. The reaction mixture is placed under the Parr hydrogenator at 25 psi H2 and monitored by mass spectroscopy for complete reduction of the acetylene. The old palladium catalyst is replaced with fresh palladium catalyst each time the reaction is taken off the Parr. The reaction is complete in 40 mi... The reactants are CC(=O)[O-], CC(C)=O, C=CCC(C(=O)Cl)(C(=O)OCC)C(F)F, [NH4+]. Product: C=CCC(C(N)=O)(C(=O)OCC)C(F)F. Reaction SMILES: [CH3:17][C:18](=[O:19])[O-:20].[CH3:21][C:22](=[O:23])[CH3:24].[F:1][CH:2]([C:3]([C:4](=[O:5])[O:6][CH2:7][CH3:8])([CH2:9][CH:10]=[CH2:11])[C:12](=[O:13])[Cl:14])[F:15].[NH4+:16]>>[F:1][CH:2]([C:3]([C:4](=[O:5])[O:6][CH2:7][CH3:8])([CH2:9][CH:10]=[CH2:11])[C:12](=[O:13])[NH2:16])[F:15]. Starting materials: CC(C(=O)OC)(CC(CCCCO[Si](C)(C)C(C)(C)C)CC=CC=1C=NC=CC1)C (methyl 2,2-dimethyl-4-[3-(3-pyridyl)-2-propenyl]-8-(t-butyldimethylsilyloxy)-octanoate). The reagents and catalysts are [Pd] (palladium on carbon). Run in C(C)O (ethanol). Run at time 7.5 hour. The product is CC(C(=O)OC)(CC(CCCCO[Si](C)(C)C(C)(C)C)CCCC=1C=NC=CC1)C (methyl 2,2-dimethyl-4-[3-(3-pyridyl)propyl]-8-(t-butyldimethylsilyloxy)-octanoate). Reaction SMILES: [CH3:1][C:2]([CH3:30])([CH2:7][CH:8]([CH2:21][CH:22]=[CH:23][C:24]1[CH:25]=[N:26][CH:27]=[CH:28][CH:29]=1)[CH2:9][CH2:10][CH2:11][CH2:12][O:13][Si:14]([C:17]([CH3:20])([CH3:19])[CH3:18])([CH3:16])[CH3:15])[C:3]([O:5][CH3:6])=[O:4]>C(O)C.[Pd]>[CH3:1][C:2]([CH3:30])([CH2:7][CH:8]([CH2:21][CH2:22][CH2:23][C:24]1[CH:25]=[N:26][CH:27]=[CH:28][CH:29]=1)[CH2:9][CH2:10][CH2:11][CH2:12][O:13][Si:14]([C:17]([CH3:18])([CH3:19])[CH3:20])([CH3:15])[CH3:16])[C:3]([O:5][CH3:6])=[O:4]. Reported procedure: To a solution of 1.83 g of methyl 2,2-dimethyl-4-[3-(3-pyridyl)-2-propenyl]-8-(t-butyldimethylsilyloxy)-octanoate in 50 ml ethanol is added 0.18 g of 10% palladium on carbon. The mixture is hydrogenated at 3 atmospheres (=3.04 bar) pressure in a Parr apparatus for 7.5 h. The catalyst is filtered off and washed with ethanol. The solvent is evaporated to give methyl 2,2-dimethyl-4-[3-(3-pyridyl)propyl]-8-(t-butyldimethylsilyloxy)-octanoate as an oil, NMR (CDCl3): delta 3.58 (s,3H), 3.55 (t,2H), 2.... Reactants: BrC1=C(COC2=C(C#N)C=C(C=C2)Cl)C=CC=C1 (2-(2-Bromo-benzyloxy)-5-chloro-benzonitrile), BrC1=C(COC2=C(C#N)C=C(C=C2)Cl)C=CC=C1 (2-(2-Bromo-benzyloxy)-5-chloro-benzonitrile), CSC (DMS). Run in ClCCCl (DCE). Run at temperature 65 celsius. The product is BrC1=C(COC2=C(CN)C=C(C=C2)Cl)C=CC=C1 (2-(2-Bromo-benzyloxy)-5-chloro-benzylamine). Yield: 60.0%. Reaction SMILES: [Br:1][C:2]1[CH:18]=[CH:17][CH:16]=[CH:15][C:3]=1[CH2:4][O:5][C:6]1[CH:13]=[CH:12][C:11]([Cl:14])=[CH:10][C:7]=1[C:8]#[N:9].CSC>ClCCCl>[Br:1][C:2]1[CH:18]=[CH:17][CH:16]=[CH:15][C:3]=1[CH2:4][O:5][C:6]1[CH:13]=[CH:12][C:11]([Cl:14])=[CH:10][C:7]=1[CH2:8][NH2:9]. Procedure: To a stirred solution of 2-(2-Bromo-benzyloxy)-5-chloro-benzonitrile Example 348A (1.52 g, 4.71 mmol) in DCE (50 mL) under argon was added BH3 DMS (30.0 mL, 18.8 mmol). The reaction mixture was heated at 65° C. for 14 h and then cooled to room temperature. The mixture was quenched with 1N HCl solution slowly (25 mL). This solution was then mixed with 1N NaOH solution (30 mL), and extracted with EtOAc (3×80 mL). The combined EtOAc extracts were washed with saturated NaHCO3 solution (1×40 mL) and ...